Dataset: the Open Reaction Database (ORD), a public repository of structured organic reaction records. Task: describe an organic reaction: reactants, conditions, products, and yield The reactants are C(C)(C)(C)OC(=O)N1CCC(CC1)(C)C1=CC=2C(=CN=C(C2)Cl)O1 (4-(5-chloro-furo[2,3-c]pyridin-2-yl)-4-methyl-piperidine-1-carboxylic acid tert-butyl ester), CS(=O)(=O)C1=CC=C(C=C1)B(O)O (4-methanesulfonyl-phenylboronic acid). The product is C(C)(C)(C)OC(=O)N1CCC(CC1)(C)C1=CC=2C(=CN=C(C2)C2=CC=C(C=C2)S(=O)(=O)C)O1 (4-[5-(4-Methanesulfonyl-phenyl)-furo[2,3-c]pyridin-2-yl]-4-methyl-piperidine-1-carboxylic acid tert-butyl ester). RXN SMILES: [C:1]([O:5][C:6]([N:8]1[CH2:13][CH2:12][C:11]([C:15]2[O:24][C:18]3=[CH:19][N:20]=[C:21](Cl)[CH:22]=[C:17]3[CH:16]=2)([CH3:14])[CH2:10][CH2:9]1)=[O:7])([CH3:4])([CH3:3])[CH3:2].[CH3:25][S:26]([C:29]1[CH:34]=[CH:33][C:32](B(O)O)=[CH:31][CH:30]=1)(=[O:28])=[O:27]>>[C:1]([O:5][C:6]([N:8]1[CH2:13][CH2:12][C:11]([C:15]2[O:24][C:18]3=[CH:19][N:20]=[C:21]([C:32]4[CH:33]=[CH:34][C:29]([S:26]([CH3:25])(=[O:28])=[O:27])=[CH:30][CH:31]=4)[CH:22]=[C:17]3[CH:16]=2)([CH3:14])[CH2:10][CH2:9]1)=[O:7])([CH3:4])([CH3:3])[CH3:2]. Reported procedure: The title compound is prepared from 4-(5-chloro-furo[2,3-c]pyridin-2-yl)-4-methyl-piperidine-1-carboxylic acid tert-butyl ester and 4-methanesulfonyl-phenylboronic acid following a procedure analogous to that described for Example 1; the reaction is conducted at 150° C. LC (method 4): tR=1.71 min; Mass spectrum (ESI+): m/z=471 [M+H]+. The reactants are OS(=O)(=O)O (H2SO4), CC1(C(=O)OC(CC1)=O)C (2.2-dimethylglutaric anhydride), C(C1=CC=CC=C1)O (benzyl alcohol), CC(C(=O)O)(CCC(=O)O)C (2.2-dimethyl-glutaric acid). The reagents and catalysts are CN(C)C=1C=CN=CC1 (DMAP). Run in N1=CC=CC=C1 (pyridine), C(Cl)Cl (CH2Cl2). Reaction conditions: time 4 hour. Yields the product CC(C(=O)O)(CCC(=O)OCC1=CC=CC=C1)C (2,2-dimethyl-4-benzyloxycarbonylbutyric acid). The yield is 73.6%. As a reaction SMILES: [CH3:1][C:2]1([CH3:10])[CH2:8][CH2:7][C:6](=[O:9])[O:5][C:3]1=[O:4].[CH2:11]([OH:18])[C:12]1[CH:17]=[CH:16][CH:15]=[CH:14][CH:13]=1.CC(C)(CCC(O)=O)C(O)=O.OS(O)(=O)=O>C(Cl)Cl.CN(C1C=CN=CC=1)C.N1C=CC=CC=1>[CH3:1][C:2]([CH3:10])([CH2:8][CH2:7][C:6]([O:18][CH2:11][C:12]1[CH:17]=[CH:16][CH:15]=[CH:14][CH:13]=1)=[O:9])[C:3]([OH:5])=[O:4]. Reported procedure: To a mixture of 3 g (0.021 mol) of 2.2-dimethylglutaric anhydride, 2.0 ml (0.019 mol) of benzyl alcohol in 10 ml of CH2Cl2 was added 100 mg of DMAP and 3.4 ml of pyridine. The resulting solution was stired at room temperature for 4 h. After additional 2.2-dimethyl-glutaric acid (0.7 g, 4.9 mmol) was added, the mixture continued to be stirred overnight, then poured into 0.5M H2SO4 (aq.) solution and extracted with CH2Cl2. The organic layer was washed with brine, dried over Na2SO4 and filtered. Co...